Dataset: the Open Reaction Database (ORD), a public repository of structured organic reaction records. Task: describe an organic reaction: reactants, conditions, products, and yield Reactants: C1CCOC1, O=C(Cl)OC1CCCC1, ClCCl, Cl, c1cc2c(ncc3cnc(C4CCCNC4)n32)[nH]1. Product: O=C(OC1CCCC1)N1CCCC(c2ncc3cnc4[nH]ccc4n23)C1. As a reaction SMILES: [CH2:29]1[O:30][CH2:31][CH2:32][CH2:33]1.[Cl:20][C:21](=[O:22])[O:23][CH:24]1[CH2:25][CH2:26][CH2:27][CH2:28]1.[Cl:34][CH2:35][Cl:36].[ClH:1].[NH:2]1[CH2:3][CH:4]([c:8]2[n:9][cH:10][c:11]3[n:12]2[c:13]2[c:14]([n:15][cH:16]3)[nH:17][cH:18][cH:19]2)[CH2:5][CH2:6][CH2:7]1>>[N:2]1([C:21](=[O:22])[O:23][CH:24]2[CH2:25][CH2:26][CH2:27][CH2:28]2)[CH2:3][CH:4]([c:8]2[n:9][cH:10][c:11]3[n:12]2[c:13]2[c:14]([n:15][cH:16]3)[nH:17][cH:18][cH:19]2)[CH2:5][CH2:6][CH2:7]1. Starting materials: C(C=C)OCC=C (allyl ether), C1(\C=C/C(=O)O1)=O (maleic anhydride), C(C1=CC=CC=C1)(=O)OOC(C1=CC=CC=C1)=O (benzoyl peroxide). As a reaction SMILES: [CH2:1]([O:4][CH2:5][CH:6]=[CH2:7])[CH:2]=[CH2:3].[C:8]1(=[O:14])[O:13][C:11](=[O:12])[CH:10]=[CH:9]1.C(OOC(=O)C1C=CC=CC=1)(=O)C1C=CC=CC=1>C1(C)C=CC=CC=1>[CH2:1]([O:4][CH2:5][CH:6]=[CH2:7])[CH:2]=[CH2:3].[C:11]1(=[O:12])[O:13][C:8](=[O:14])[CH:9]=[CH:10]1 |f:4.5|. Procedure details: To a glass reaction vessel equipped with thermometer, stirrer, nitrogen gas inlet, dropping funnel and reflux condenser, are added allyl ether (manufactured by Nihon Yushi Co., Ltd.) 336 wt. parts, maleic anhydride 98.0 wt. parts, benzoyl peroxide (B.P) 6.0 wt. parts and toluene 566.0 wt. parts, and the atmosphere of the reaction vessel is replaced by nitrogen under stirring. The mixture is heated to 80° C., and allowed to react, maintaining the temperature for 4 hr. The reaction mixture is evap... Yields the product C(C=C)OCC=C.C1(\C=C/C(=O)O1)=O (allyl ether maleic anhydride). Run at temperature 80 celsius. Run in C1(=CC=CC=C1)C (toluene). Starting materials: COCc1onc(-c2ccc(F)cc2)c1C(=O)O, CN(C)C=O, O=S(Cl)Cl. Yields the product [Cl-], COCc1onc(-c2ccc(F)cc2)c1C(=O)O. As a reaction SMILES: [F:1][c:2]1[cH:3][cH:4][c:5](-[c:8]2[n:9][o:10][c:11]([CH2:16][O:17][CH3:18])[c:12]2[C:13](=[O:14])[OH:15])[cH:6][cH:7]1.[O:19]=[CH:20][N:21]([CH3:22])[CH3:23].[S:24]([Cl:25])([Cl:26])=[O:27]>>[Cl-:26].[F:1][c:2]1[cH:3][cH:4][c:5](-[c:8]2[n:9][o:10][c:11]([CH2:16][O:17][CH3:18])[c:12]2[C:13](=[O:14])[OH:15])[cH:6][cH:7]1. Starting materials: CC1=C(C=NC=C1)C12CCCN2CCC1 (7a-(4-methyl-3-pyridinyl)-hexahydro-1H-pyrrolizine), Cl (HCl). The solvent is CCOCC (Et2O), CCOCC (Et2O). Product: Cl.Cl.CC1=C(C=NC=C1)C12CCCN2CCC1 (7a-(4-methyl-3-pyridinyl)-hexahydro-1H-pyrrolizine dihydrochloride salt). Isolated yield 61.0%. RXN SMILES: [CH3:1][C:2]1[CH:7]=[CH:6][N:5]=[CH:4][C:3]=1[C:8]12[CH2:15][CH2:14][CH2:13][N:12]1[CH2:11][CH2:10][CH2:9]2.[ClH:16]>CCOCC>[ClH:16].[ClH:16].[CH3:1][C:2]1[CH:7]=[CH:6][N:5]=[CH:4][C:3]=1[C:8]12[CH2:15][CH2:14][CH2:13][N:12]1[CH2:11][CH2:10][CH2:9]2 |f:3.4.5|. Reported procedure: 7a-(4-methyl-3-pyridinyl)-hexahydro-1H-pyrrolizine (37 mg, 0.18 mmol) was dissolved in Et2O, and Et2O saturated with HCl (g) was added. The solvent was removed, and the solid was triturated with Et2O and dried to afford the title compound as a white solid (26.2 mg, 61%): mp 244°-247° C.; 1H NMR D2O, 300 MHz) δ2.01-2.16 (m, 2H), 2.27-2.52 (m, 4H), 2.65 (s, 3H), 2.65-2.78 (m, 2H), 3.45-3.54 (m, 2H), 3.87-3.96 (m, 2H), 7.75 (d, J=5.6 Hz, 1H), 8.49 (s, 1H), 8.55 (d, J=5.6 Hz, 1H); MS (CI/NH3): m/z 2... Starting materials: CN1C(=NC2=C1C=CC=C2)CC2=CC=C(C(=O)OC)C=C2 (methyl 4-[(1-methyl-1H-benzimidazol-2-yl)methyl]benzoate), [OH-].[Na+] (sodium hydroxide). Run in CO (methanol). Yields the product CN1C(=NC2=C1C=CC=C2)CC2=CC=C(C(=O)O)C=C2 (4-[(1-methyl-1H-benzoimidazol-2-yl)methyl]benzoic acid). The yield is 81.0%. As a reaction SMILES: [CH3:1][N:2]1[C:6]2[CH:7]=[CH:8][CH:9]=[CH:10][C:5]=2[N:4]=[C:3]1[CH2:11][C:12]1[CH:21]=[CH:20][C:15]([C:16]([O:18]C)=[O:17])=[CH:14][CH:13]=1.[OH-].[Na+]>CO>[CH3:1][N:2]1[C:6]2[CH:7]=[CH:8][CH:9]=[CH:10][C:5]=2[N:4]=[C:3]1[CH2:11][C:12]1[CH:21]=[CH:20][C:15]([C:16]([OH:18])=[O:17])=[CH:14][CH:13]=1 |f:1.2|. Procedure details: A solution of methyl 4-[(1-methyl-1H-benzimidazol-2-yl)methyl]benzoate (7.0 g, 25 mmol) in methanol was treated with 2.5 N sodium hydroxide, heated at reflux temperature for 2 h, cooled to room temperature and concentrated in vacuo. The residue was dissolved in water and acidified with 6N HCl solution and filtered. The filtercake was air dried to afford 4-[(1-methyl-1H-benzoimidazol-2-yl)methyl]benzoic acid in 81% yield; 1H NMR (400 MHz, DMSO-d6): 7.90 (d, J=8 Hz, 2H), 7.57 (d, J=8 Hz, 1H), 7.49...